The task is: describe an organic reaction: reactants, conditions, products, and yield. This data is from the Open Reaction Database (ORD), a public repository of structured organic reaction records. Starting materials: N1=CC=CC2=CC(=CC=C12)NC1=NC=CC=C1C(=O)O (2-(6-quinolylamino)pyridine-3-carboxylic acid), ClC1=CC=C(N)C=C1 (4-chloroaniline), CCN(C(C)C)C(C)C (DIEA), C=1C=CC2=C(C1)N=NN2O (HOBt). Solvent: CN(C)C=O (DMF), C(CCl)Cl (EDC). Run at temperature 50 celsius, time 3 hour. The product is ClC1=CC=C(C=C1)NC(=O)C=1C(=NC=CC1)NC=1C=C2C=CC=NC2=CC1 (N-(4-chlorophenyl)[2-(6-quinolylamino) (3-pyridyl)]carboxamide). As a reaction SMILES: [N:1]1[C:10]2[C:5](=[CH:6][C:7]([NH:11][C:12]3[C:17]([C:18]([OH:20])=O)=[CH:16][CH:15]=[CH:14][N:13]=3)=[CH:8][CH:9]=2)[CH:4]=[CH:3][CH:2]=1.[Cl:21][C:22]1[CH:28]=[CH:27][C:25]([NH2:26])=[CH:24][CH:23]=1.CCN(C(C)C)C(C)C.C1C=CC2N(O)N=NC=2C=1>CN(C=O)C.C(Cl)CCl>[Cl:21][C:22]1[CH:28]=[CH:27][C:25]([NH:26][C:18]([C:17]2[C:12]([NH:11][C:7]3[CH:6]=[C:5]4[C:10](=[CH:9][CH:8]=3)[N:1]=[CH:2][CH:3]=[CH:4]4)=[N:13][CH:14]=[CH:15][CH:16]=2)=[O:20])=[CH:24][CH:23]=1. Procedure: To a mixture of 2-(6-quinolylamino)pyridine-3-carboxylic acid (250 mg, from Step A). and 4-chloroaniline (120 mg) and DIEA (220 ul) in DMF (15 ml) was added EDC (220 mg) and HOBt (130 mg). The reaction was stirred at 50° C. for 3 h. The solution was evaporated under reduced pressure and mixed with CH2Cl2 (50 ml). The resulting solution was washed with 1N HCl, saturated NaHCO3, H2O and brine. The organic layer was dried over Na2SO4, evaporated under reduced pressure and triturated with CH2Cl2. Th... Reactants: [OH-].[K+] (potassium hydroxide), ClC1=NC=NC2=CC(=C(C=C12)OC)OC (4-chloro-6,7-dimethoxyquinazoline), OC1=C(C=CC(=C1)O)C (2,4-dihydroxytoluene). Run in O (water). Run at temperature 140 celsius, time 15 minute. The product is COC=1C=C2C(=NC=NC2=CC1OC)OC1=CC(=C(C=C1)C)O (6,7-dimethoxy-4-(3-hydroxy-4-methylphenoxy)quinazoline). The yield is 33.8%. Reaction SMILES: [OH-].[K+].Cl[C:4]1[C:13]2[C:8](=[CH:9][C:10]([O:16][CH3:17])=[C:11]([O:14][CH3:15])[CH:12]=2)[N:7]=[CH:6][N:5]=1.[OH:18][C:19]1[CH:24]=[C:23]([OH:25])[CH:22]=[CH:21][C:20]=1[CH3:26]>O>[CH3:15][O:14][C:11]1[CH:12]=[C:13]2[C:8](=[CH:9][C:10]=1[O:16][CH3:17])[N:7]=[CH:6][N:5]=[C:4]2[O:25][C:23]1[CH:22]=[CH:21][C:20]([CH3:26])=[C:19]([OH:18])[CH:24]=1 |f:0.1|. Procedure: Solid potassium hydroxide (71 mg, 1.2 mmol) and then 4-chloro-6,7-dimethoxyquinazoline (0.25 g, 1.1 mmol), (prepared as described for the starting material in Example 1), were added to a melt of 2,4-dihydroxytoluene (0.6 g, 4.8 mmol) at 140° C. The mixture was stirred at 140° C. for 15 minutes, then allowed to cool. The mixture was diluted with water, and acidified to pH4 then extracted with ethyl acetate. The organic layer was washed with brine, dried (MgSO4) and the solvent removed by evaporat... Reactants: NC=1C=C(C=O)C=CC1 (3-Aminobenzaldehyde), ClC(C(=O)Cl)Cl (dichloroacetyl chloride). The solvent is C(C)N(CC)CC (triethylamine). The product is ClC(C(=O)NC1=CC(=CC=C1)C=O)Cl (2,2-dichloro-N-(3-formylphenyl)acetamide). As a reaction SMILES: [NH2:1][C:2]1[CH:3]=[C:4]([CH:7]=[CH:8][CH:9]=1)[CH:5]=[O:6].[Cl:10][CH:11]([Cl:15])[C:12](Cl)=[O:13]>C(N(CC)CC)C>[Cl:10][CH:11]([Cl:15])[C:12]([NH:1][C:2]1[CH:9]=[CH:8][CH:7]=[C:4]([CH:5]=[O:6])[CH:3]=1)=[O:13]. Procedure: 3-Aminobenzaldehyde can be treated with dichloroacetyl chloride and triethylamine to yield 2,2-dichloro-N-(3-formylphenyl)acetamide. The reactants are CN(C)CC1=C(C=C(O1)CSCCNC(=C[N+](=O)[O-])NC)C (N-[2-[[[5-[(dimethylamino)methyl]-4-methyl-2-furanyl]methyl]thio]ethyl]-N'-methyl-2-nitro-1,1-ethenediamine), C(CC(O)(C(=O)[O-])CC(=O)[O-])(=O)[O-].[Bi+3] (bismuth citrate), C(CC(O)(C(=O)[O-])CC(=O)[O-])(=O)[O-].[Bi+3] (bismuth citrate). Solvent: O (water). The product is [Bi+3].OC(CC(=O)[O-])(CC(=O)[O-])C(=O)[O-].CN(C)CC1=C(C=C(O1)CSCCNC(=C[N+](=O)[O-])NC)C (N-[2-[[[5-[(Dimethylamino)methyl]-4-methyl-2-furanyl]methyl]-thio]ethyl]-N'-methyl-2-nitro-1,1-ethenediamine 2-hydroxy-1,2,3-propanetricarboxylate bismuth). Yield: 64.2%. RXN SMILES: [CH3:1][N:2]([CH2:4][C:5]1[O:9][C:8]([CH2:10][S:11][CH2:12][CH2:13][NH:14][C:15]([NH:20][CH3:21])=[CH:16][N+:17]([O-:19])=[O:18])=[CH:7][C:6]=1[CH3:22])[CH3:3].[C:23]([O-:35])(=[O:34])[CH2:24][C:25]([CH2:30][C:31]([O-:33])=[O:32])([C:27]([O-:29])=[O:28])[OH:26].[Bi+3:36]>O>[Bi+3:36].[OH:26][C:25]([C:27]([O-:29])=[O:28])([CH2:30][C:31]([O-:33])=[O:32])[CH2:24][C:23]([O-:35])=[O:34].[CH3:3][N:2]([CH2:4][C:5]1[O:9][C:8]([CH2:10][S:11][CH2:12][CH2:13][NH:14][C:15]([NH:20][CH3:21])=[CH:16][N+:17]([O-:19])=[O:18])=[CH:7][C:6]=1[CH3:22])[CH3:1] |f:1.2,4.5.6|. Procedure details: To a solution of N-[2-[[[5-[(dimethylamino)methyl]-4-methyl-2-furanyl]methyl]thio]ethyl]-N'-methyl-2-nitro-1,1-ethenediamine (6.465 g) in water (25 ml) was added bismuth citrate (7.84 g) and the mixture heated at 100° for 4 hours. The suspension was filtered and the residue washed well with water then ethanol and dried to give a solid consisting of unchanged bismuth citrate (2.448 g) which was discarded. The combined filtrate and washings were evaporated to dryness with the aid of methanol (3×50...